This data is from the Open Reaction Database (ORD), a public repository of structured organic reaction records. The task is: describe an organic reaction: reactants, conditions, products, and yield The reactants are OC1OCCCC1 (2-hydroxytetrahydropyran), C(C)OC(C)=O (acetic acid ethyl ester). The solvent is O1CCCC1 (tetrahydrofuran), O1CCCC1 (tetrahydrofuran). Product: C(C)OC(C=CCCCCO)=O (7-hydroxy-hept-2-enoic acid ethyl ester). As a reaction SMILES: [OH:1][CH:2]1[CH2:7][CH2:6][CH2:5][CH2:4]O1.[CH2:8]([O:10][C:11](=[O:13])[CH3:12])[CH3:9]>O1CCCC1>[CH2:8]([O:10][C:11](=[O:13])[CH:12]=[CH:4][CH2:5][CH2:6][CH2:7][CH2:2][OH:1])[CH3:9]. Procedure: A solution of 2-hydroxytetrahydropyran (59.2 g, 0.58 mol) and triphenyl-λ5-phosphanylidene)-acetic acid ethyl ester (201.3 g, 0.58 mol) in tetrahydrofuran (1.2 L) was heated at reflux for 14 h. The mixture was cooled to room temperature to afford 7-hydroxy-hept-2-enoic acid ethyl ester in tetrahydrofuran and was then used directly in the next step.